Dataset: the Open Reaction Database (ORD), a public repository of structured organic reaction records. Task: describe an organic reaction: reactants, conditions, products, and yield Starting materials: CCOC(=O)CBr, Cc1[nH]ncc1C(=O)Nc1ccc(OCC(C)(C)C)c(C#N)c1, O=C([O-])[O-], Cc1ccccc1, CN(C)C=O, [I-], [K+], [K+], [K+], O. The product is CCOC(=O)Cn1cc(C(=O)Nc2ccc(OCC(C)(C)C)c(C#N)c2)c(C)n1. Reaction SMILES: [Br:32][CH2:33][C:34](=[O:35])[O:36][CH2:37][CH3:38].[C:1](#[N:2])[c:3]1[cH:4][c:5]([NH:15][C:16](=[O:17])[c:18]2[cH:19][n:20][nH:21][c:22]2[CH3:23])[cH:6][cH:7][c:8]1[O:9][CH2:10][C:11]([CH3:12])([CH3:13])[CH3:14].[C:24](=[O:25])([O-:26])[O-:27].[CH3:40][c:41]1[cH:42][cH:43][cH:44][cH:45][cH:46]1.[CH3:47][N:48]([CH3:49])[CH:50]=[O:51].[I-:31].[K+:28].[K+:29].[K+:30].[OH2:39]>>[C:1](#[N:2])[c:3]1[cH:4][c:5]([NH:15][C:16](=[O:17])[c:18]2[cH:19][n:20]([CH2:33][C:34](=[O:35])[O:36][CH2:37][CH3:38])[n:21][c:22]2[CH3:23])[cH:6][cH:7][c:8]1[O:9][CH2:10][C:11]([CH3:12])([CH3:13])[CH3:14].